Dataset: the Open Reaction Database (ORD), a public repository of structured organic reaction records. Task: describe an organic reaction: reactants, conditions, products, and yield The reactants are P(=O)(O)([O-])[O-].[Na+].[Na+] (Disodium hydrogen phosphate), ClC=1C=C(C=NC1)C1=NC(=CC2=C1N(C=N2)C[C@@H]2CC[C@H](CC2)C)C#N (4-(5-chloropyridin-3-yl)-3-[(trans-4-methylcyclohexyl)methyl]-3H-imidazo[4,5-c]pyridine-6-carbonitrile), BrN1C(=O)N(C(=O)C1(C)C)Br (1,3-dibromo-5,5-dimethylhydantoin). Run in CCOC(=O)C (EtOAc), C1CCOC1 (THF). Run at temperature 35 celsius, time 1 hour. Product: BrC1=NC2=C(C(=NC(=C2)C#N)C=2C=NC=C(C2)Cl)N1C[C@@H]1CC[C@H](CC1)C (2-bromo-4-(5-chloropyridin-3-yl)-3-[(trans-4-methylcyclohexyl)methyl]-3H-imidazo[4,5-c]pyridine-6-carbonitrile). Reaction SMILES: [Cl:1][C:2]1[CH:3]=[C:4]([C:8]2[C:13]3[N:14]([CH2:17][C@H:18]4[CH2:23][CH2:22][C@H:21]([CH3:24])[CH2:20][CH2:19]4)[CH:15]=[N:16][C:12]=3[CH:11]=[C:10]([C:25]#[N:26])[N:9]=2)[CH:5]=[N:6][CH:7]=1.P([O-])([O-])(O)=O.[Na+].[Na+].[Br:34]N1C(C)(C)C(=O)N(Br)C1=O>C1COCC1.CCOC(C)=O>[Br:34][C:15]1[N:14]([CH2:17][C@H:18]2[CH2:23][CH2:22][C@H:21]([CH3:24])[CH2:20][CH2:19]2)[C:13]2[C:8]([C:4]3[CH:5]=[N:6][CH:7]=[C:2]([Cl:1])[CH:3]=3)=[N:9][C:10]([C:25]#[N:26])=[CH:11][C:12]=2[N:16]=1 |f:1.2.3|. Procedure details: 4-(5-chloropyridin-3-yl)-3-[(trans-4-methylcyclohexyl)methyl]-3H-imidazo[4,5-c]pyridine-6-carbonitrile (1 g, 2.73 mmol) was dissolved in THF (10 mL). Disodium hydrogen phosphate (1.16 g, 8.20 mmol) was added and the reaction was warmed to 35° C. with stirring. 1,3-dibromo-5,5-dimethylhydantoin (0.938 g, 3.28 mmol) was added in 1 portion and the reaction was continued with stirring at 35° C. After 1 hour, the reaction was diluted with EtOAc (100 mL) and washed with aqueous NaHSO3 and brine. The o... Run in CN(C)C=O (DMF). Reactants: C(C1=CC=CC=C1)OC(=O)N1CC=2NC3=CC=CC=C3C2CC1 (2-benzyloxycarbonyl-1,3,4,9-tetrahydro-2H-pyrido[3,4-b]indole), [H-].[Na+] (NaH), O (H2O), FC(C1=CC=C(CBr)C=C1)(F)F (4-trifluoromethylbenzyl bromide). Isolated yield 98.9%. As a reaction SMILES: [CH2:1]([O:8][C:9]([N:11]1[CH2:23][CH2:22][C:21]2[C:20]3[C:15](=[CH:16][CH:17]=[CH:18][CH:19]=3)[NH:14][C:13]=2[CH2:12]1)=[O:10])[C:2]1[CH:7]=[CH:6][CH:5]=[CH:4][CH:3]=1.[H-].[Na+].[F:26][C:27]([F:37])([F:36])[C:28]1[CH:35]=[CH:34][C:31]([CH2:32]Br)=[CH:30][CH:29]=1.O>CN(C=O)C>[CH2:1]([O:8][C:9]([N:11]1[CH2:23][CH2:22][C:21]2[C:20]3[C:15](=[CH:16][CH:17]=[CH:18][CH:19]=3)[N:14]([CH2:32][C:31]3[CH:30]=[CH:29][C:28]([C:27]([F:26])([F:36])[F:37])=[CH:35][CH:34]=3)[C:13]=2[CH2:12]1)=[O:10])[C:2]1[CH:3]=[CH:4][CH:5]=[CH:6][CH:7]=1 |f:1.2|. Procedure details: To a stirred solution of 2-benzyloxycarbonyl-1,3,4,9-tetrahydro-2H-pyrido[3,4-b]indole (5.82 g, 19.0 mmole) in dry DMF (75 mL) at 5° C. was added 60% NaH (1.10 g, 28.5 mmole). After 10 min, 4-trifluoromethylbenzyl bromide (5.0 g, 20.9 mmole) was added and the reaction was allowed to warm to RT and stir for 12 hr. The reaction contents were poured into H2O (100 mL) and extracted with EtOAc (2×100 mL). The combined organic phases were washed sequentially with H2O and brine, then were dried over Na... Product: C(C1=CC=CC=C1)OC(=O)N1CC=2N(C3=CC=CC=C3C2CC1)CC1=CC=C(C=C1)C(F)(F)F (2-Benzyloxycarbonyl-9-{[4-(trifluoromethyl)phenyl]methyl}-1,3,4,9-tetrahydro-2H-pyrido[3,4-b]indole). Reaction conditions: time 10 minute.